The task is: describe an organic reaction: reactants, conditions, products, and yield. This data is from the Open Reaction Database (ORD), a public repository of structured organic reaction records. Starting materials: BrC=1C=C(C=CC1)C1=NC(=CC(=N1)C(F)F)C=1C=NC(=CC1)C(F)(F)F (2-(3-bromo-phenyl)-4-difluoromethyl-6-(6-trifluoromethyl-pyridin-3-yl)-pyrimidine), C(C)(C)(C)NS(=O)(=O)C=1C=C(C=CC1)B(O)O (3-(tert.-butylsulfamoyl)-phenylboronic acid). The product is C(C)(C)(C)NS(=O)(=O)C=1C=C(C=CC1)C1=CC(=CC=C1)C1=NC(=CC(=N1)C(F)F)C=1C=NC(=CC1)C(F)(F)F (3′-[4-Difluoromethyl-6-(6-trifluoromethyl-pyridin-3-yl)-pyrimidin-2-yl]-biphenyl-3-sulfonic acid tert-butylamide), solid. As a reaction SMILES: Br[C:2]1[CH:3]=[C:4]([C:8]2[N:13]=[C:12]([CH:14]([F:16])[F:15])[CH:11]=[C:10]([C:17]3[CH:18]=[N:19][C:20]([C:23]([F:26])([F:25])[F:24])=[CH:21][CH:22]=3)[N:9]=2)[CH:5]=[CH:6][CH:7]=1.[C:27]([NH:31][S:32]([C:35]1[CH:36]=[C:37](B(O)O)[CH:38]=[CH:39][CH:40]=1)(=[O:34])=[O:33])([CH3:30])([CH3:29])[CH3:28]>>[C:27]([NH:31][S:32]([C:35]1[CH:40]=[C:39]([C:2]2[CH:7]=[CH:6][CH:5]=[C:4]([C:8]3[N:13]=[C:12]([CH:14]([F:15])[F:16])[CH:11]=[C:10]([C:17]4[CH:18]=[N:19][C:20]([C:23]([F:25])([F:26])[F:24])=[CH:21][CH:22]=4)[N:9]=3)[CH:3]=2)[CH:38]=[CH:37][CH:36]=1)(=[O:34])=[O:33])([CH3:30])([CH3:28])[CH3:29]. Reported procedure: 3′-[4-Difluoromethyl-6-(6-trifluoromethyl-pyridin-3-yl)-pyrimidin-2-yl]-biphenyl-3-sulfonic acid tert-butylamide was prepared from 2-(3-bromo-phenyl)-4-difluoromethyl-6-(6-trifluoromethyl-pyridin-3-yl)-pyrimidine (example B.6) (0.43 g, 1.0 mmol) and commercially available 3-(tert.-butylsulfamoyl)-phenylboronic acid (0.31 g, 1.2 mmol) according to the general procedure III. Obtained as light yellow solid (0.62 g), which was subsequently deprotected.